Dataset: the Open Reaction Database (ORD), a public repository of structured organic reaction records. Task: describe an organic reaction: reactants, conditions, products, and yield The reactants are ClC1=C(C=C2C=CNC2=C1)CC (6-Chloro-5-ethylindole), C(#N)[BH3-].[Na+] (sodium cyanoborohydride). RXN SMILES: [Cl:1][C:2]1[CH:10]=[C:9]2[C:5]([CH:6]=[CH:7][NH:8]2)=[CH:4][C:3]=1[CH2:11][CH3:12].C([BH3-])#N.[Na+]>>[Cl:1][C:2]1[CH:10]=[C:9]2[C:5]([CH2:6][CH2:7][NH:8]2)=[CH:4][C:3]=1[CH2:11][CH3:12] |f:1.2|. Procedure details: 6-Chloro-5-ethylindole (D51) (0.62 g, 3.46 mmol) was treated with sodium cyanoborohydride as in the method of Description 10 to give the title compound (0.485 g, 77%) as a yellow oil. Yields the product ClC1=C(C=C2CCNC2=C1)CC (6-Chloro-5-ethylindoline). Yield: 77.2%. Reactants: [C-]#N.[K+] (potassium cyanide), C(C)O (ethanol), [N+](=O)([O-])C1=CC=C(C(=O)[C@@H](C(=O)OCC)CCC2=CC=CC=C2)C=C1 ((S)-2-[4-nitrobenzoyl]-4-phenylbutyric acid, ethyl ester), C(C)O (ethanol). Conditions: time 2.25 hour. The product is O[C@H](C(=O)OCC)CCC1=CC=CC=C1 ((S)-2-Hydroxy-4-phenylbutyric Acid, ethyl ester). Yield: 74.0%. RXN SMILES: [C-]#N.[K+].[N+](C1C=CC(C([C@H:13]([CH2:19][CH2:20][C:21]2[CH:26]=[CH:25][CH:24]=[CH:23][CH:22]=2)[C:14]([O:16][CH2:17][CH3:18])=[O:15])=O)=CC=1)([O-])=O.C([OH:31])C>>[OH:31][C@@H:13]([CH2:19][CH2:20][C:21]1[CH:26]=[CH:25][CH:24]=[CH:23][CH:22]=1)[C:14]([O:16][CH2:17][CH3:18])=[O:15] |f:0.1|. Reported procedure: To a suspension of potassium cyanide (0. 176 g, 2.70 mmole) in absolute ethanol (43 mL) was added a solution of (S)-2-[4-nitrobenzoyl]-4-phenylbutyric acid, ethyl ester (3.86 g, 10.8 mmole) in absolute ethanol (38 mL) dropwise over a period of 0.5 hours. After stirring 2.25 hours the solvent was removed and the reside was diluted with water and acidified with dilute hydrochloric acid. The organics were extracted with ether. The extracts were combined, silica gel (60 mL) was added and the solvent... Procedure details: A solution of isobutyraldehyde (0.36 mg, 0.005 mmol) in 1,2-dichloroethane (0.05 ml) was added to a solution of (3,6-dimethyl-4,10-dihydro-3H-2,3,4,9-tetraaza-benzo[f]azulen-9-yl)-[3-methyl-4-(3-piperidin-4-yl-propoxy)-phenyl]-methanone hydrochloride (2.6 mg, 0.005 mmol) in 1,2-dichloroethane (0.05 ml) and DIEA (0.0026 ml). The mixture was stirred at room temperature for 1 h then a solution of sodium triacetoxyborohydride (1.59 mg, 0.0075 mmol) in DMF (0.05 ml) was added. The mixture was stirred... As a reaction SMILES: [CH:1](=O)[CH:2]([CH3:4])[CH3:3].Cl.[CH3:7][N:8]1[C:17]2[NH:16][C:15]3[CH:18]=[C:19]([CH3:22])[CH:20]=[CH:21][C:14]=3[N:13]([C:23]([C:25]3[CH:30]=[CH:29][C:28]([O:31][CH2:32][CH2:33][CH2:34][CH:35]4[CH2:40][CH2:39][NH:38][CH2:37][CH2:36]4)=[C:27]([CH3:41])[CH:26]=3)=[O:24])[CH2:12][C:11]=2[CH:10]=[N:9]1.C(O[BH-](OC(=O)C)OC(=O)C)(=O)C.[Na+]>ClCCCl.CCN(C(C)C)C(C)C.CN(C=O)C>[CH3:7][N:8]1[C:17]2[NH:16][C:15]3[CH:18]=[C:19]([CH3:22])[CH:20]=[CH:21][C:14]=3[N:13]([C:23]([C:25]3[CH:30]=[CH:29][C:28]([O:31][CH2:32][CH2:33][CH2:34][CH:35]4[CH2:36][CH2:37][N:38]([CH2:1][CH:2]([CH3:4])[CH3:3])[CH2:39][CH2:40]4)=[C:27]([CH3:41])[CH:26]=3)=[O:24])[CH2:12][C:11]=2[CH:10]=[N:9]1 |f:1.2,3.4|. Run in CN(C)C=O (DMF), ClCCCl (1,2-dichloroethane), ClCCCl (1,2-dichloroethane), CCN(C(C)C)C(C)C (DIEA). Yields the product CN1N=CC=2CN(C3=C(NC12)C=C(C=C3)C)C(=O)C3=CC(=C(C=C3)OCCCC3CCN(CC3)CC(C)C)C ((3,6-Dimethyl-4,10-dihydro-3H-2,3,4,9-tetraaza-benzo[f]azulen-9-yl)-{4-[3-(1-isobutyl-piperidin-4-yl)-propoxy]-3-methyl-phenyl}-methanone). Run at time 1 hour. The reactants are C(C)(=O)O[BH-](OC(C)=O)OC(C)=O.[Na+] (sodium triacetoxyborohydride), C(C(C)C)=O (isobutyraldehyde), Cl.CN1N=CC=2CN(C3=C(NC12)C=C(C=C3)C)C(=O)C3=CC(=C(C=C3)OCCCC3CCNCC3)C ((3,6-dimethyl-4,10-dihydro-3H-2,3,4,9-tetraaza-benzo[f]azulen-9-yl)-[3-methyl-4-(3-piperidin-4-yl-propoxy)-phenyl]-methanone hydrochloride). The reactants are BrC=1C(NN=C(C1)Cl)=O (4-bromo-6-chloropyridazin-3(2H)-one), CN1N=C(C=C1)N (1-methyl-1H-pyrazol-3-amine), C(C)(C)(C)P(C1=C(C=CC=C1)C1=C(C=C(C=C1C(C)C)C(C)C)C(C)C)C(C)(C)C (2-di-tert-butylphosphino-2′,4′,6′-triisopropy-lbiphenyl), CC(C)([O-])C.[Na+] (sodium tert-butoxide). The reagents and catalysts are C=1C=CC(=CC1)/C=C/C(=O)/C=C/C2=CC=CC=C2.C=1C=CC(=CC1)/C=C/C(=O)/C=C/C2=CC=CC=C2.C=1C=CC(=CC1)/C=C/C(=O)/C=C/C2=CC=CC=C2.[Pd].[Pd] (tris(dibenzylideneacetone)di-palladium(0)). Solvent: O1CCOCC1 (1,4-dioxane). Reaction conditions: temperature 100 celsius. The product is ClC=1C=C(C(NN1)=O)NC1=NN(C=C1)C (6-Chloro-4-(1-methyl-1H-pyrazol-3-ylamino)pyridazin-3(2H)-one). Yield: 25.5%. RXN SMILES: Br[C:2]1[C:3](=[O:9])[NH:4][N:5]=[C:6]([Cl:8])[CH:7]=1.[CH3:10][N:11]1[CH:15]=[CH:14][C:13]([NH2:16])=[N:12]1.C(P(C(C)(C)C)C1C=CC=CC=1C1C(C(C)C)=CC(C(C)C)=CC=1C(C)C)(C)(C)C.CC(C)([O-])C.[Na+]>O1CCOCC1.C1C=CC(/C=C/C(/C=C/C2C=CC=CC=2)=O)=CC=1.C1C=CC(/C=C/C(/C=C/C2C=CC=CC=2)=O)=CC=1.C1C=CC(/C=C/C(/C=C/C2C=CC=CC=2)=O)=CC=1.[Pd].[Pd]>[Cl:8][C:6]1[CH:7]=[C:2]([NH:16][C:13]2[CH:14]=[CH:15][N:11]([CH3:10])[N:12]=2)[C:3](=[O:9])[NH:4][N:5]=1 |f:3.4,6.7.8.9.10|. Procedure: To a mixture of 4-bromo-6-chloropyridazin-3(2H)-one (838 mg, 4.0 mmol), 1-methyl-1H-pyrazol-3-amine (427 mg, 4.4 mmol), tris(dibenzylideneacetone)di-palladium(0) (91.6 mg, 0.1 mmol), and 2-di-tert-butylphosphino-2′,4′,6′-triisopropy-lbiphenyl, 97% (170 mg, 0.4 mmol) in 1,4-dioxane (12 mL) was added sodium tert-butoxide (845.7 mg, 8.8 mmol). The mixture was purged with nitrogen and sealed in a pressure tube. The reaction mixture was heated at 100° C. overnight. The mixture was cooled to room temp... Starting materials: C(C=C)(=O)OCC (ethyl acrylate), C(C(=C)C)(=O)OC (methyl methacrylate), S(=O)(=O)([O-])OOS(=O)(=O)[O-].[NH4+].[NH4+] (ammonium persulfate). As a reaction SMILES: [C:1]([O:5][CH2:6][CH3:7])(=[O:4])[CH:2]=[CH2:3].[C:8]([O:13][CH3:14])(=[O:12])[C:9]([CH3:11])=[CH2:10].S(OOS([O-])(=O)=O)([O-])(=O)=O.[NH4+].[NH4+]>O>[C:1]([O:5][CH2:6][CH3:7])(=[O:4])[CH:2]=[CH2:3].[C:8]([O:13][CH3:14])(=[O:12])[C:9]([CH3:11])=[CH2:10] |f:2.3.4,6.7|. Yields the product C(C=C)(=O)OCC.C(C(=C)C)(=O)OC (ethyl acrylate methyl methacrylate). Procedure details: 8 g. of Na alkylarylpolyoxyethylene sulfonate (trade name Triton X-200) was dissolved in 1000 ml. of water at 40° C. in a flask with stirrer and condenser. A mixture of 250 g. of ethyl acrylate and 250 g. of methyl methacrylate were separately prepared. A portion of 125 g. of above monomer mixture and 0.5 g. of ammonium persulfate were added to the flask. The temperature was gradually elevated to 85° C. while stirring. At 83° C. the polymerization reaction started and the system was maintained i... The solvent is O (water), O (water). The reactants are BrCc1ccccc1, CCOC(=O)C1CCN(Cc2ccccc2)CC1=O, Cl, [H-], [Na+], [Na+], O=C([O-])O, CN(C)C=O, O. Yields the product CCOC(=O)C1(Cc2ccccc2)CCN(Cc2ccccc2)CC1=O. RXN SMILES: [CH2:23]([c:24]1[cH:25][cH:26][cH:27][cH:28][cH:29]1)[Br:30].[CH2:4]([c:5]1[cH:6][cH:7][cH:8][cH:9][cH:10]1)[N:11]1[CH2:12][C:13](=[O:22])[CH:14]([C:17](=[O:18])[O:19][CH2:20][CH3:21])[CH2:15][CH2:16]1.[ClH:3].[H-:2].[Na+:1].[Na+:35].[O-:31][C:32]([OH:33])=[O:34].[O:36]=[CH:37][N:38]([CH3:39])[CH3:40].[OH2:41]>>[CH2:4]([c:5]1[cH:6][cH:7][cH:8][cH:9][cH:10]1)[N:11]1[CH2:12][C:13](=[O:22])[C:14]([C:17](=[O:18])[O:19][CH2:20][CH3:21])([CH2:23][c:24]2[cH:25][cH:26][cH:27][cH:28][cH:29]2)[CH2:15][CH2:16]1.